From a dataset of the Open Reaction Database (ORD), a public repository of structured organic reaction records. describe an organic reaction: reactants, conditions, products, and yield Reactants: CN1C(=Nc2ccc3ncnc(Nc4ccc(COc5cccc(F)c5)c(Cl)c4)c3c2)OCC1COC(C)(C)C, ClCCl, ClCCCl, O=C(O)C(F)(F)F. Product: CN1C(=Nc2ccc3ncnc(Nc4ccc(COc5cccc(F)c5)c(Cl)c4)c3c2)OCC1CO. As a reaction SMILES: [C:1]([CH3:2])([CH3:3])([CH3:4])[O:5][CH2:6][CH:7]1[N:8]([CH3:40])[C:9](=[N:12][c:13]2[cH:14][c:15]3[c:16]([NH:23][c:24]4[cH:25][c:26]([Cl:39])[c:27]([CH2:30][O:31][c:32]5[cH:33][c:34]([F:38])[cH:35][cH:36][cH:37]5)[cH:28][cH:29]4)[n:17][cH:18][n:19][c:20]3[cH:21][cH:22]2)[O:10][CH2:11]1.[CH2:48]([Cl:49])[Cl:50].[Cl:51][CH2:52][CH2:53][Cl:54].[F:41][C:42]([F:43])([F:44])[C:45]([OH:46])=[O:47]>>[OH:5][CH2:6][CH:7]1[N:8]([CH3:40])[C:9](=[N:12][c:13]2[cH:14][c:15]3[c:16]([NH:23][c:24]4[cH:25][c:26]([Cl:39])[c:27]([CH2:30][O:31][c:32]5[cH:33][c:34]([F:38])[cH:35][cH:36][cH:37]5)[cH:28][cH:29]4)[n:17][cH:18][n:19][c:20]3[cH:21][cH:22]2)[O:10][CH2:11]1. Starting materials: C[Si](Cl)(Cl)C (dimethyldichlorosilane), N (ammonia). Run in C1=CC=CC=C1 (benzene). Product: C[Si]1(N[Si](N[Si](N1)(C)C)(C)C)C (hexamethylcyclotrisilazane). Reaction SMILES: [CH3:1][Si:2]([CH3:5])(Cl)Cl.[NH3:6]>C1C=CC=CC=1>[CH3:1][Si:2]1([CH3:5])[NH:6][Si:2]([CH3:5])([CH3:1])[NH:6][Si:2]([CH3:5])([CH3:1])[NH:6]1. Procedure: This method involves reacting dimethyldichlorosilane with ammonia in benzene at 30° C., removing ammonia chloride by-product by filtration through a glass filter or the like, and distilling the reaction product to isolate hexamethylcyclotrisilazane. Starting materials: CCOC(=O)N1C(=O)c2ccccc2C1=O, O=C([O-])[O-], NCCc1c[nH]cn1, [Na+], [Na+], O. Product: O=C1c2ccccc2C(=O)N1CCc1c[nH]cn1. Reaction SMILES: [C:1]([O:2][CH2:3][CH3:4])(=[O:5])[N:6]1[C:7](=[O:16])[c:8]2[c:9]([cH:12][cH:13][cH:14][cH:15]2)[C:10]1=[O:11].[C:25](=[O:26])([O-:27])[O-:28].[NH2:17][CH2:18][CH2:19][c:20]1[cH:21][nH:22][cH:23][n:24]1.[Na+:29].[Na+:30].[OH2:31]>>[CH2:1]([N:6]1[C:7](=[O:16])[c:8]2[c:9]([cH:12][cH:13][cH:14][cH:15]2)[C:10]1=[O:11])[CH2:19][c:20]1[cH:21][nH:22][cH:23][n:24]1.